Dataset: the Open Reaction Database (ORD), a public repository of structured organic reaction records. Task: describe an organic reaction: reactants, conditions, products, and yield Reactants: O=C(O)c1csc(NC(c2ccccc2)(c2ccccc2)c2ccccc2)n1, CS(C)=O, CCOC(C)=O, CCCI, [K+], [OH-], O. The product is CCCOC(=O)c1csc(NC(c2ccccc2)(c2ccccc2)c2ccccc2)n1. Reaction SMILES: [C:1]([c:2]1[cH:3][cH:4][cH:5][cH:6][cH:7]1)([c:8]1[cH:9][cH:10][cH:11][cH:12][cH:13]1)([c:14]1[cH:15][cH:16][cH:17][cH:18][cH:19]1)[NH:20][c:21]1[s:22][cH:23][c:24]([C:26](=[O:27])[OH:28])[n:25]1.[CH3:36][S:37]([CH3:38])=[O:39].[CH3:40][CH2:41][O:42][C:43](=[O:44])[CH3:45].[I:31][CH2:32][CH2:33][CH3:34].[K+:30].[OH-:29].[OH2:35]>>[C:1]([c:2]1[cH:3][cH:4][cH:5][cH:6][cH:7]1)([c:8]1[cH:9][cH:10][cH:11][cH:12][cH:13]1)([c:14]1[cH:15][cH:16][cH:17][cH:18][cH:19]1)[NH:20][c:21]1[s:22][cH:23][c:24]([C:26]([O:27][CH2:32][CH2:33][CH3:34])=[O:28])[n:25]1. The yield is 48.0%. The reactants are COC1=CC=C(C=C1)C(C)O ((±)-1-(4-methoxyphenyl)ethanol), CC(=O)C1=CC=C(C=C1)OC (4-methoxyacetophenone), COC1=CC=C(C=C1)[C@H](C)O ((S)-1-(4-methoxyphenyl)ethanol). Yields the product COC1=CC=C(C=C1)[C@@H](C)O ((R)-1-(4-methoxyphenyl)ethanol). Reaction SMILES: [CH3:1][O:2][C:3]1[CH:8]=[CH:7][C:6]([CH:9]([OH:11])[CH3:10])=[CH:5][CH:4]=1.CC(C1C=CC(OC)=CC=1)=O.COC1C=CC([C@@H](O)C)=CC=1>>[CH3:1][O:2][C:3]1[CH:8]=[CH:7][C:6]([C@H:9]([OH:11])[CH3:10])=[CH:5][CH:4]=1. Reported procedure: As shown here, the biochemical conversion reaction of immobilized soy bean protein for the substrate (±)-1-(4-methoxyphenyl)ethanol (200 mg) requires 5 days by going through bioconversion to 4-methoxyacetophenone accompanying sterically selective oxidation of (S)-1-(4-methoxyphenyl)ethanol to obtain 96 mg of (R)-1-(4-methoxyphenyl)ethanol at a yield of 48%. Optical purity was obtained at 97% e.e. Reaction conditions: time 5 day. The reactants are [Se](=O)=O (selenium dioxide), C(C)(=O)C1=CSC2=C1C=CC=C2 (3-acetylbenzothiophene), O (water). Solvent: N1=CC=CC=C1 (pyridine). Reaction conditions: temperature 60 celsius. Product: S1C=C(C2=C1C=CC=C2)C(C(=O)O)O (3-benzothienylglycolic acid). Reaction SMILES: [C:1]([C:4]1[C:8]2[CH:9]=[CH:10][CH:11]=[CH:12][C:7]=2[S:6][CH:5]=1)(=[O:3])[CH3:2].[Se](=O)=[O:14].[OH2:16]>N1C=CC=CC=1>[S:6]1[C:7]2[CH:12]=[CH:11][CH:10]=[CH:9][C:8]=2[C:4]([CH:1]([OH:3])[C:2]([OH:14])=[O:16])=[CH:5]1. Reported procedure: Eleven grams of the 3-acetylbenzothiophene from above was dissolved in 80 ml of pyridine and warmed to 60° C. To the reaction mixture were added portionwise 9.92 g of selenium dioxide. The reaction mixture was warmed to 120° C. and then cooled to 90° C. and stirred at that temperature for forty-five minutes. The mixture was next added to 80 ml of water, and the pyridine solvent was then removed by evaporation. The aqueous mixture was acidified to pH 2.0 with phosphoric acid, and the product was ... Reactants: CC1CN(C(=O)C(F)(F)F)CCc2ncc(Br)cc21, CO, ClCCl, [K+], [K+], [Na+], O=C([O-])[O-], O=C([O-])O, O. The product is CC1CNCCc2ncc(Br)cc21. RXN SMILES: [Br:1][c:2]1[cH:3][c:4]2[c:5]([n:18][cH:19]1)[CH2:6][CH2:7][N:8]([C:12](=[O:13])[C:14]([F:15])([F:16])[F:17])[CH2:9][CH:10]2[CH3:11].[CH3:26][OH:27].[Cl:33][CH2:34][Cl:35].[K+:20].[K+:21].[Na+:32].[O-:22][C:23]([O-:24])=[O:25].[O-:28][C:29]([OH:30])=[O:31].[OH2:36]>>[Br:1][c:2]1[cH:3][c:4]2[c:5]([n:18][cH:19]1)[CH2:6][CH2:7][NH:8][CH2:9][CH:10]2[CH3:11]. Starting materials: C(CCCCC)C=1N=C(SC1C=CC(=O)C1=CC(=C(C=C1)C=CC(=O)OC)C)C1=CC=C(C=C1)C (methyl 3-[4-[3-[4-hexyl-2-(4-methylphenyl)thiazol-5-yl]propenoyl]-2-methylphenyl]acrylate), [H][H] (hydrogen). Reagents/catalysts: [C].[Pd] (palladium carbon). Solvent: CO (methanol), O1CCCC1 (tetrahydrofuran). Reaction conditions: time 3 hour. The product is C(CCCCC)C=1N=C(SC1CCC(=O)C1=CC(=C(C=C1)CCC(=O)OC)C)C1=CC=C(C=C1)C (Methyl 3-[4-[3-[4-hexyl-2-(4-methylphenyl)thiazol-5-yl]propionyl]-2-methylphenyl]propionate). The yield is 40.7%. RXN SMILES: [CH2:1]([C:7]1[N:8]=[C:9]([C:29]2[CH:34]=[CH:33][C:32]([CH3:35])=[CH:31][CH:30]=2)[S:10][C:11]=1[CH:12]=[CH:13][C:14]([C:16]1[CH:21]=[CH:20][C:19]([CH:22]=[CH:23][C:24]([O:26][CH3:27])=[O:25])=[C:18]([CH3:28])[CH:17]=1)=[O:15])[CH2:2][CH2:3][CH2:4][CH2:5][CH3:6].[H][H]>CO.O1CCCC1.[C].[Pd]>[CH2:1]([C:7]1[N:8]=[C:9]([C:29]2[CH:30]=[CH:31][C:32]([CH3:35])=[CH:33][CH:34]=2)[S:10][C:11]=1[CH2:12][CH2:13][C:14]([C:16]1[CH:21]=[CH:20][C:19]([CH2:22][CH2:23][C:24]([O:26][CH3:27])=[O:25])=[C:18]([CH3:28])[CH:17]=1)=[O:15])[CH2:2][CH2:3][CH2:4][CH2:5][CH3:6] |f:4.5|. Procedure details: The obtained methyl 3-[4-[3-[4-hexyl-2-(4-methylphenyl)thiazol-5-yl]propenoyl]-2-methylphenyl]acrylate (112 mg, 0.230 mmol) was dissolved in methanol (1 mL) and tetrahydrofuran (1 mL). 10% palladium carbon (22 mg) was added to the solution to cause replacement of hydrogen in the system. The mixture was stirred at room temperature for 3 hours. The reaction mixture was filtrated with Celite. The filtrate was concentrated under reduced pressure. The obtained residue was purified by silica gel colum...